Dataset: the Open Reaction Database (ORD), a public repository of structured organic reaction records. Task: describe an organic reaction: reactants, conditions, products, and yield Reactants: [H-].[Al+3].[Li+].[H-].[H-].[H-] (lithium aluminum hydride), NC1=C(C(=O)NC2=CC(=C(C=C2)OC)F)C=CC=C1 (2-amino-N-(3-fluoro-4-methoxyphenyl)benzamide). The solvent is O1CCOCC1 (dioxane), O1CCOCC1 (dioxane). Yields the product NC1=C(CNC2=CC(=C(C=C2)OC)F)C=CC=C1 (N-(2-aminobenzyl)-3-fluoro-4-methoxyaniline). As a reaction SMILES: [H-].[Al+3].[Li+].[H-].[H-].[H-].[NH2:7][C:8]1[CH:25]=[CH:24][CH:23]=[CH:22][C:9]=1[C:10]([NH:12][C:13]1[CH:18]=[CH:17][C:16]([O:19][CH3:20])=[C:15]([F:21])[CH:14]=1)=O>O1CCOCC1>[NH2:7][C:8]1[CH:25]=[CH:24][CH:23]=[CH:22][C:9]=1[CH2:10][NH:12][C:13]1[CH:18]=[CH:17][C:16]([O:19][CH3:20])=[C:15]([F:21])[CH:14]=1 |f:0.1.2.3.4.5|. Reported procedure: To a stirred suspension of lithium aluminum hydride (121 mg, 3.2 mmol) in 2 mL dioxane at reflux under nitrogen was added 2-amino-N-(3-fluoro-4-methoxyphenyl)benzamide (260 mg, 1 mmol) as a solution in 2 mL dioxane. After refluxing overnight the reaction was cooled to room temperature and quenched by sequential treatment with H2O (150 μL), 15% NaOH (150 μL) and H2O (450 μL). After stirring for several minutes, the heterogeneous mixture was filtered through GF/F filter paper with dioxane and conc... The reactants are [H-].[Na+] (sodium hydride), C(CC(C)C)O (isopentyl alcohol), BrCCCCCCBr (1,6-dibromohexane). Run at time 2 hour. Product: BrCCCCCCOCCC(C)C (1-bromo-6-isopentyloxy-hexane). As a reaction SMILES: [H-].[Na+].[CH2:3]([OH:8])[CH2:4][CH:5]([CH3:7])[CH3:6].[Br:9][CH2:10][CH2:11][CH2:12][CH2:13][CH2:14][CH2:15]Br>>[Br:9][CH2:10][CH2:11][CH2:12][CH2:13][CH2:14][CH2:15][O:8][CH2:3][CH2:4][CH:5]([CH3:7])[CH3:6] |f:0.1|. Procedure details: 4.8 g (0.11 mol) of 55 % sodium hydride dispersion are added at 20°-40°C over the course of 1 hour, to 74 g (1.0 mol) of isopentyl alcohol. After stirring for 2 hours at 20°-25°C, 24.4 g (0.10 mol) of 1,6-dibromohexane are added dropwise over the course of 15 minutes. The mixture is stirred at 60°C for 16 hours, then filtered and the filtrate is taken up in ether. The ether solution is extracted with saturated sodium chloride slution, dried with sodium sulphate and evaporated at 40°C/18 mm Hg. A... The reactants are CC1=C(N)C=C(C(=C1)C(C(F)(F)F)(C(F)(F)F)F)CCC (2-Methyl-5-n-propyl-4-[1,2,2,2-tetrafluoro-1-(trifluoromethyl)ethyl]aniline), C[O-].[Na+] (sodium methoxide), ice water. The solvent is solution, CO (methanol). Yields the product COC(C(F)(F)F)(C(F)(F)F)C1=CC(=C(N)C=C1CCC)C (4-[1-methoxy-2,2,2-trifluoro-1-(trifluoromethyl)ethyl]-2-methyl-5-n-propylaniline). The yield is 79.0%. RXN SMILES: [CH3:1][C:2]1[CH:8]=[C:7]([C:9](F)([C:14]([F:17])([F:16])[F:15])[C:10]([F:13])([F:12])[F:11])[C:6]([CH2:19][CH2:20][CH3:21])=[CH:5][C:3]=1[NH2:4].[CH3:22][O-:23].[Na+]>CO>[CH3:22][O:23][C:9]([C:7]1[C:6]([CH2:19][CH2:20][CH3:21])=[CH:5][C:3]([NH2:4])=[C:2]([CH3:1])[CH:8]=1)([C:14]([F:16])([F:15])[F:17])[C:10]([F:12])([F:11])[F:13] |f:1.2|. Procedure: 2-Methyl-5-n-propyl-4-[1,2,2,2-tetrafluoro-1-(trifluoromethyl)ethyl]aniline (1.6 g, 5 mmol) was dissolved in a 28% solution (9.6 g) of sodium methoxide in methanol, and the mixture was heated under reflux for 3 hr. After allowing to cool, the reaction mixture was poured into ice water and extracted with ethyl acetate. The organic layer was washed with water, dried over magnesium sulfate and concentrated under reduced pressure. The obtained residue was purified by silica gel column chromatography...